Dataset: the Open Reaction Database (ORD), a public repository of structured organic reaction records. Task: describe an organic reaction: reactants, conditions, products, and yield Starting materials: O=C([O-])[O-], CC#N, Cl, Fc1c(C2CCNCC2)cccc1C(F)(F)F, OCCI, [K+], [K+]. Yields the product OCCN1CCC(c2cccc(C(F)(F)F)c2F)CC1. Reaction SMILES: [C:18](=[O:19])([O-:20])[O-:21].[CH3:29][C:30]#[N:31].[ClH:28].[F:1][c:2]1[c:3]([CH:12]2[CH2:13][CH2:14][NH:15][CH2:16][CH2:17]2)[cH:4][cH:5][cH:6][c:7]1[C:8]([F:9])([F:10])[F:11].[I:24][CH2:25][CH2:26][OH:27].[K+:22].[K+:23]>>[F:1][c:2]1[c:3]([CH:12]2[CH2:13][CH2:14][N:15]([CH2:25][CH2:26][OH:27])[CH2:16][CH2:17]2)[cH:4][cH:5][cH:6][c:7]1[C:8]([F:9])([F:10])[F:11]. Reactants: O=C([O-])[O-], CO, CC(C)(C)[Si](C)(C)Oc1cc(OC=O)cc(Cl)c1O[Si](C)(C)C(C)(C)C, [K+], [K+], O. The product is CC(C)(C)[Si](C)(C)Oc1cc(O)cc(Cl)c1O[Si](C)(C)C(C)(C)C. As a reaction SMILES: [C:27](=[O:28])([O-:29])[O-:30].[CH3:33][OH:34].[CH:1](=[O:2])[O:3][c:4]1[cH:5][c:6]([O:19][Si:20]([CH3:21])([CH3:22])[C:23]([CH3:24])([CH3:25])[CH3:26])[c:7]([O:11][Si:12]([CH3:13])([CH3:14])[C:15]([CH3:16])([CH3:17])[CH3:18])[c:8]([Cl:10])[cH:9]1.[K+:31].[K+:32].[OH2:35]>>[OH:3][c:4]1[cH:5][c:6]([O:19][Si:20]([CH3:21])([CH3:22])[C:23]([CH3:24])([CH3:25])[CH3:26])[c:7]([O:11][Si:12]([CH3:13])([CH3:14])[C:15]([CH3:16])([CH3:17])[CH3:18])[c:8]([Cl:10])[cH:9]1. Starting materials: C#CCO, CCN(C(C)C)C(C)C, ClC(Cl)Cl, [Cu]I, Cc1ccc(I)s1, C1CCOC1, O=C(C=Cc1ccccc1)C=Cc1ccccc1, O=C(C=Cc1ccccc1)C=Cc1ccccc1, O=C(C=Cc1ccccc1)C=Cc1ccccc1, O, [Pd], [Pd], c1ccc(P(c2ccccc2)c2ccccc2)cc1. The product is Cc1ccc(C#CCO)s1. As a reaction SMILES: [CH2:27]([C:28]#[CH:29])[OH:30].[CH:31]([N:32]([CH:33]([CH3:34])[CH3:35])[CH2:36][CH3:37])([CH3:38])[CH3:39].[CH:98]([Cl:99])([Cl:100])[Cl:101].[Cu:40][I:41].[I:1][c:2]1[s:3][c:4]([CH3:7])[cH:5][cH:6]1.[O:103]1[CH2:104][CH2:105][CH2:106][CH2:107]1.[O:44]=[C:45]([CH:46]=[CH:47][c:48]1[cH:49][cH:50][cH:51][cH:52][cH:53]1)[CH:54]=[CH:55][c:56]1[cH:57][cH:58][cH:59][cH:60][cH:61]1.[O:62]=[C:63]([CH:64]=[CH:65][c:66]1[cH:67][cH:68][cH:69][cH:70][cH:71]1)[CH:72]=[CH:73][c:74]1[cH:75][cH:76][cH:77][cH:78][cH:79]1.[O:80]=[C:81]([CH:82]=[CH:83][c:84]1[cH:85][cH:86][cH:87][cH:88][cH:89]1)[CH:90]=[CH:91][c:92]1[cH:93][cH:94][cH:95][cH:96][cH:97]1.[OH2:102].[Pd:42].[Pd:43].[c:8]1([P:9]([c:10]2[cH:11][cH:12][cH:13][cH:14][cH:15]2)[c:16]2[cH:17][cH:18][cH:19][cH:20][cH:21]2)[cH:22][cH:23][cH:24][cH:25][cH:26]1>>[c:2]1([C:29]#[C:28][CH2:27][OH:30])[s:3][c:4]([CH3:7])[cH:5][cH:6]1. Starting materials: Cn1cc(C(=O)NCc2ccc(Cl)cc2)c(=O)c2cc(Br)oc21, C#CCC(O)c1cccnc1. Product: Cn1cc(C(=O)NCc2ccc(Cl)cc2)c(=O)c2cc(C#CCC(O)c3cccnc3)oc21. Reaction SMILES: [Br:1][c:2]1[cH:3][c:4]2[c:5]([n:6]([CH3:22])[cH:7][c:8]([C:11](=[O:12])[NH:13][CH2:14][c:15]3[cH:16][cH:17][c:18]([Cl:21])[cH:19][cH:20]3)[c:9]2=[O:10])[o:23]1.[n:24]1[cH:25][c:26]([CH:30]([CH2:31][C:32]#[CH:33])[OH:34])[cH:27][cH:28][cH:29]1>>[c:2]1([C:33]#[C:32][CH2:31][CH:30]([c:26]2[cH:25][n:24][cH:29][cH:28][cH:27]2)[OH:34])[cH:3][c:4]2[c:5]([n:6]([CH3:22])[cH:7][c:8]([C:11](=[O:12])[NH:13][CH2:14][c:15]3[cH:16][cH:17][c:18]([Cl:21])[cH:19][cH:20]3)[c:9]2=[O:10])[o:23]1. Reactants: CN, CCO, O, O=C1c2ccccc2C(=O)N1C1CN(C(c2ccccc2)c2ccccc2)C1. Product: NC1CN(C(c2ccccc2)c2ccccc2)C1. RXN SMILES: [CH3:1][NH2:2].[CH3:32][CH2:33][OH:34].[OH2:3].[c:4]1([CH:10]([N:11]2[CH2:12][CH:13]([N:15]3[C:16](=[O:17])[c:18]4[cH:19][cH:20][cH:21][cH:22][c:23]4[C:24]3=[O:25])[CH2:14]2)[c:26]2[cH:27][cH:28][cH:29][cH:30][cH:31]2)[cH:5][cH:6][cH:7][cH:8][cH:9]1>>[c:4]1([CH:10]([N:11]2[CH2:12][CH:13]([NH2:15])[CH2:14]2)[c:26]2[cH:27][cH:28][cH:29][cH:30][cH:31]2)[cH:5][cH:6][cH:7][cH:8][cH:9]1. The reactants are ClCCl, O=C1CCCN1C(=O)NCCCl, [H-], [Na+], CN(C)C=O, c1nc[nH]n1. The product is O=C1CCCN1C(=O)NCCn1cncn1. RXN SMILES: [Cl:20][CH2:21][Cl:22].[Cl:8][CH2:9][CH2:10][NH:11][C:12](=[O:13])[N:14]1[C:15](=[O:19])[CH2:16][CH2:17][CH2:18]1.[H-:7].[Na+:6].[O:23]=[CH:24][N:25]([CH3:26])[CH3:27].[nH:1]1[n:2][cH:3][n:4][cH:5]1>>[n:1]1([CH2:9][CH2:10][NH:11][C:12](=[O:13])[N:14]2[C:15](=[O:19])[CH2:16][CH2:17][CH2:18]2)[n:2][cH:3][n:4][cH:5]1.